From a dataset of the Open Reaction Database (ORD), a public repository of structured organic reaction records. describe an organic reaction: reactants, conditions, products, and yield The reactants are Clc1ncnc2[nH]cc(Br)c12, C1CCOC1, [Li]CCCC, CN(C)C=O. The product is O=Cc1c[nH]c2ncnc(Cl)c12. RXN SMILES: [Br:1][c:2]1[cH:3][nH:4][c:5]2[n:6][cH:7][n:8][c:9]([Cl:11])[c:10]12.[CH2:22]1[O:23][CH2:24][CH2:25][CH2:26]1.[CH3:12][CH2:13][CH2:14][CH2:15][Li:16].[O:17]=[CH:18][N:19]([CH3:20])[CH3:21]>>[c:2]1([CH:18]=[O:17])[cH:3][nH:4][c:5]2[n:6][cH:7][n:8][c:9]([Cl:11])[c:10]12. Reactants: ClC1=C(C=CC(=C1)F)NC(C)=O (N-(2-chloro-4-fluorophenyl)acetamide), Cl (hydrochloric acid). The solvent is C(C)O (ethanol). Run at temperature 0 celsius. The product is [Cl-].ClC1=C(C=CC(=C1)F)[NH3+] (2-chloro-4-fluorophenylammonium chloride). The yield is 165.2%. As a reaction SMILES: [Cl:1][C:2]1[CH:7]=[C:6]([F:8])[CH:5]=[CH:4][C:3]=1[NH:9]C(=O)C.Cl>C(O)C>[Cl-:1].[Cl:1][C:2]1[CH:7]=[C:6]([F:8])[CH:5]=[CH:4][C:3]=1[NH3+:9] |f:3.4|. Procedure: A mixture of N-(2-chloro-4-fluorophenyl)acetamide (25.0 g, 133 mmol), concentrated hydrochloric acid (25 ml) and ethanol(50 ml) was heated at reflux for 3 h. The mixture was cooled to 0° C. and left for crystallisation. The precipitate was collected and dried in vacuo to give 20.0 g of 2-chloro-4-fluorophenylammonium chloride. Starting materials: C, Nc1ncnc2c1c(-c1cccc(OCc3ccccc3)c1)cn2-c1cccc(OCCCn2ccnc2)c1, CO, [H][H], [Pd]. The product is Nc1ncnc2c1c(-c1cccc(O)c1)cn2-c1cccc(OCCCn2ccnc2)c1. Reaction SMILES: [C:44].[CH2:1]([c:2]1[cH:3][cH:4][cH:5][cH:6][cH:7]1)[O:8][c:9]1[cH:10][c:11](-[c:15]2[cH:16][n:17](-[c:25]3[cH:26][c:27]([O:31][CH2:32][CH2:33][CH2:34][n:35]4[cH:36][n:37][cH:38][cH:39]4)[cH:28][cH:29][cH:30]3)[c:18]3[n:19][cH:20][n:21][c:22]([NH2:24])[c:23]23)[cH:12][cH:13][cH:14]1.[CH3:42][OH:43].[H:40][H:41].[Pd:45]>>[OH:8][c:9]1[cH:10][c:11](-[c:15]2[cH:16][n:17](-[c:25]3[cH:26][c:27]([O:31][CH2:32][CH2:33][CH2:34][n:35]4[cH:36][n:37][cH:38][cH:39]4)[cH:28][cH:29][cH:30]3)[c:18]3[n:19][cH:20][n:21][c:22]([NH2:24])[c:23]23)[cH:12][cH:13][cH:14]1. The reactants are CC(=CC)[Mg]Br (1-Methyl-1-propenyl magnesium bromide), FC1=CC=C(OCC2=NC=CC=C2[N+](=O)[O-])C=C1 (2-(4-fluorophenoxymethyl)-3-nitropyridine), [Cl-].[NH4+] (ammonium chloride). The solvent is O1CCCC1 (tetrahydrofuran). Conditions: time 8 hour. The product is FC1=CC=C(OCC=2N=CC=C3C2NC(=C3C)C)C=C1 (7-(4-fluorophenoxymethyl)-2,3-dimethyl-1H-pyrrolo[2,3-c]pyridine). Isolated yield 19.5%. As a reaction SMILES: [CH3:1][C:2]([Mg]Br)=[CH:3][CH3:4].[F:7][C:8]1[CH:24]=[CH:23][C:11]([O:12][CH2:13][C:14]2[C:19]([N+:20]([O-])=O)=[CH:18][CH:17]=[CH:16][N:15]=2)=[CH:10][CH:9]=1.[Cl-].[NH4+]>O1CCCC1>[F:7][C:8]1[CH:24]=[CH:23][C:11]([O:12][CH2:13][C:14]2[N:15]=[CH:16][CH:17]=[C:18]3[C:3]([CH3:4])=[C:2]([CH3:1])[NH:20][C:19]=23)=[CH:10][CH:9]=1 |f:2.3|. Procedure: 1-Methyl-1-propenyl magnesium bromide (0.5 M in tetrahydrofuran solution, 1.7 ml, 0.851 mmol) was added at −78° C. to a solution of 2-(4-fluorophenoxymethyl)-3-nitropyridine (71 mg, 0.284 mmol) prepared in Preparation 1 in anhydrous tetrahydrofuran (5 ml). The reaction mixture was stirred overnight and a saturated ammonium chloride solution was added thereto. The reaction mixture was extracted with ethyl acetate (15 ml). The organic layer washed with water (5 ml), dried on anhydrous magnesium su... Starting materials: Cl.Cl.CN1C2CNCC1CC2 (8-Methyl-3,8-diazabicyclo[3.2.1]octane dihydrochloride), C(C)N=C=O (ethyl isocyanate), C(C)N(C(=O)N1CC2CCC(C1)N2C)CC (3-(N,N-diethylcarbamyl)-8-methyl-3,8-diazabicyclo[3.2.1]octane). Yields the product C(C)NC(=O)N1CC2CCC(C1)N2C (3-(N-Ethylcarbamyl)-8-methyl-3,8-diazabicyclo[3.2.1]octane). The yield is 79.0%. Reaction SMILES: Cl.Cl.CN1C2CCC1CNC2.C(N=C=O)C.[CH2:17]([N:19](CC)[C:20]([N:22]1[CH2:28][CH:27]2[N:29]([CH3:30])[CH:24]([CH2:25][CH2:26]2)[CH2:23]1)=[O:21])[CH3:18]>>[CH2:17]([NH:19][C:20]([N:22]1[CH2:28][CH:27]2[N:29]([CH3:30])[CH:24]([CH2:25][CH2:26]2)[CH2:23]1)=[O:21])[CH3:18] |f:0.1.2|. Procedure details: 8-Methyl-3,8-diazabicyclo[3.2.1]octane dihydrochloride (2.5 g, 0.0126 mole), prepared as described in Example 1, was reacted with 2.0 ml (0.0253 mole) ethyl isocyanate according to the procedure described above for 3-(N,N-diethylcarbamyl)-8-methyl-3,8-diazabicyclo[3.2.1]octane in Example 1. A white monohydrochloride, melting point 246°-250° C (dec.) was obtained in 79% yield: 2.33 g.